From a dataset of the Open Reaction Database (ORD), a public repository of structured organic reaction records. describe an organic reaction: reactants, conditions, products, and yield Procedure: A mixture of 3-chloro-5-hydroxy-N,N-diisopropyl-benzamide (0.05 g), 2-(pyridin-4-yl-amino)-butan-1-ol (0.023 g), triphenylphosphine (0.04 g) and toluene (1 ml), was treated with diisopropyl azodicarboxylate (0.03 ml) and the resultant solution stirred under nitrogen for 8 days The reaction mixture was concentrated under reduced pressure and the residue purified by flash column chromatography, eluting with chloroform:methanol:aqueous ammonia (90:10:1) to give an impure sample of the title compoun... Reactants: N(=NC(=O)OC(C)C)C(=O)OC(C)C (diisopropyl azodicarboxylate), ClC=1C=C(C(=O)N(C(C)C)C(C)C)C=C(C1)O (3-chloro-5-hydroxy-N,N-diisopropyl-benzamide), N1=CC=C(C=C1)NC(CO)CC (2-(pyridin-4-yl-amino)-butan-1-ol), C1(=CC=CC=C1)P(C1=CC=CC=C1)C1=CC=CC=C1 (triphenylphosphine), resultant solution. Yields the product N (ammonia), Cl.ClC=1C=C(C(=O)N(C(C)C)C(C)C)C=C(C1)OCC(CC)NC1=CC=NC=C1 (3-Chloro-N,N-diisopropyl-5-[2-(pyridin-4-ylamino)-butoxy]-benzamide hydrochloride). Reaction SMILES: [Cl:1][C:2]1[CH:3]=[C:4]([CH:14]=[C:15]([OH:17])[CH:16]=1)[C:5]([N:7]([CH:11]([CH3:13])[CH3:12])[CH:8]([CH3:10])[CH3:9])=[O:6].[N:18]1[CH:23]=[CH:22][C:21]([NH:24][CH:25]([CH2:28][CH3:29])[CH2:26]O)=[CH:20][CH:19]=1.C1(P(C2C=CC=CC=2)C2C=CC=CC=2)C=CC=CC=1.N(C(OC(C)C)=O)=NC(OC(C)C)=O>C1(C)C=CC=CC=1>[NH3:7].[ClH:1].[Cl:1][C:2]1[CH:3]=[C:4]([CH:14]=[C:15]([O:17][CH2:26][CH:25]([NH:24][C:21]2[CH:20]=[CH:19][N:18]=[CH:23][CH:22]=2)[CH2:28][CH3:29])[CH:16]=1)[C:5]([N:7]([CH:8]([CH3:9])[CH3:10])[CH:11]([CH3:12])[CH3:13])=[O:6] |f:6.7|. Solvent: C1(=CC=CC=C1)C (toluene). Reactants: C(=O)(O)C1=C(N=C2N1C=CC1=C(C=CC=C21)Cl)C (3-carboxy-7-chloro-2-methylimidazo[2,1-a]isoquinoline), S(=O)(Cl)Cl (thionyl chloride). The product is Cl.ClC1=C2C=CN3C(C2=CC=C1)=NC(=C3C(=O)Cl)C (7-chloro-3-chloroformyl-2-methylimidazo[2,1-a]isoquinoline hydrochloride). RXN SMILES: [C:1]([C:4]1[N:8]2[CH:9]=[CH:10][C:11]3[C:16]([C:7]2=[N:6][C:5]=1[CH3:18])=[CH:15][CH:14]=[CH:13][C:12]=3[Cl:17])(O)=[O:2].S(Cl)([Cl:21])=O>>[ClH:17].[Cl:17][C:12]1[CH:13]=[CH:14][CH:15]=[C:16]2[C:11]=1[CH:10]=[CH:9][N:8]1[C:4]([C:1]([Cl:21])=[O:2])=[C:5]([CH3:18])[N:6]=[C:7]12 |f:2.3|. Procedure: A mixture of 3-carboxy-7-chloro-2-methylimidazo[2,1-a]isoquinoline (2.5 g) and thionyl chloride (20 ml) was refluxed for 1 hour and evaporated in vacuo. The residual solid was washed with benzene and dried in a desiccator to give 7-chloro-3-chloroformyl-2-methylimidazo[2,1-a]isoquinoline hydrochloride (2.75 g).